Dataset: the Open Reaction Database (ORD), a public repository of structured organic reaction records. Task: describe an organic reaction: reactants, conditions, products, and yield Reactants: [OH-].[Na+] (NaOH), C(C)O (ethanol), ClC=1C=C2C(CCOC2=CC1OC1=CC=C(C=C1)C(NC=1C=NC(=NC1)C1=CC(=CC=C1)Cl)=O)C(=O)OCC (Ethyl 6-chloro-7-(4-(2-(3-chlorophenyl)pyrimidin-5-ylcarbamoyl)phenoxy)chroman-4-carboxylate). Run in C(C)(=O)OCC (ethyl acetate), Cl (HCl), C1CCOC1 (THF). Reaction conditions: time 2 hour. Product: ClC=1C=C2C(CCOC2=CC1OC1=CC=C(C=C1)C(NC=1C=NC(=NC1)C1=CC(=CC=C1)Cl)=O)C(=O)O (6-Chloro-7-(4-(2-(3-chlorophenyl)pyrimidin-5-ylcarbamoyl)phenoxy)chroman-4-carboxylic acid). The yield is 35.0%. Reaction SMILES: [Cl:1][C:2]1[CH:3]=[C:4]2[C:9](=[CH:10][C:11]=1[O:12][C:13]1[CH:18]=[CH:17][C:16]([C:19](=[O:34])[NH:20][C:21]3[CH:22]=[N:23][C:24]([C:27]4[CH:32]=[CH:31][CH:30]=[C:29]([Cl:33])[CH:28]=4)=[N:25][CH:26]=3)=[CH:15][CH:14]=1)[O:8][CH2:7][CH2:6][CH:5]2[C:35]([O:37]CC)=[O:36].[OH-].[Na+].C(O)C>C1COCC1.C(OCC)(=O)C.Cl>[Cl:1][C:2]1[CH:3]=[C:4]2[C:9](=[CH:10][C:11]=1[O:12][C:13]1[CH:14]=[CH:15][C:16]([C:19](=[O:34])[NH:20][C:21]3[CH:26]=[N:25][C:24]([C:27]4[CH:32]=[CH:31][CH:30]=[C:29]([Cl:33])[CH:28]=4)=[N:23][CH:22]=3)=[CH:17][CH:18]=1)[O:8][CH2:7][CH2:6][CH:5]2[C:35]([OH:37])=[O:36] |f:1.2|. Procedure details: Ethyl 6-chloro-7-(4-(2-(3-chlorophenyl)pyrimidin-5-ylcarbamoyl)phenoxy)chroman-4-carboxylate (45 mg, 0.080 mmol) was diluted with THF (1 mL) followed by the addition of NaOH (399 μl, 0.40 mmol) and ethanol (500 uL). After stirring for 2 hours, the reaction was diluted with ethyl acetate and 2N HCl. The layers were separated and the organic layer was dried over MgSO4, filtered and concentrated. The residue was purified using a 0.5 mm preparative TLC plate eluting with 10% methanol/DCM to yield th... Starting materials: ClC1=CCC=2C(=C3C(C=4C=CC=CC4C(C3=C(C2C1)O)=O)=O)O (9-Chloro-7,10-dihydro-6,11-dihydroxy-5,12-naphthacenedione), C(C)(=O)O (acetic acid). The product is ketone, OC1=C2C(C=3C=CC=CC3C(C2=C(C=2CC(CCC12)=O)O)=O)=O (7,10-Dihydro-6,11-dihydroxy-5,9,12(8H)-naphthacenetrione). The yield is 76.0%. RXN SMILES: Cl[C:2]1[CH2:19][C:18]2[C:17]([OH:20])=[C:16]3[C:7]([C:8](=[O:22])[C:9]4[CH:10]=[CH:11][CH:12]=[CH:13][C:14]=4[C:15]3=[O:21])=[C:6]([OH:23])[C:5]=2[CH2:4][CH:3]=1.C(O)(=[O:26])C>>[OH:23][C:6]1[C:5]2[CH2:4][CH2:3][C:2](=[O:26])[CH2:19][C:18]=2[C:17]([OH:20])=[C:16]2[C:7]=1[C:8](=[O:22])[C:9]1[CH:10]=[CH:11][CH:12]=[CH:13][C:14]=1[C:15]2=[O:21]. Reported procedure: There was prepared a mixture of glacial acetic acid (0.3 ml and concentrated sulfuric acid) 1.5 ml (which was cooled to 0° C. in an ice water bath). To this acid mixture was added 9-chloro-7,10-dihydro-6,11-dihydroxy-5,12-naphthacenedione (III) in a single batch and the mixture stirred. The mixture was permitted to warm slowly to ambient temperature over 3 hours at which temperature it was stirred for a further 24 hours. At the conclusion of this time the mixture was poured onto ice (ca. 25 g) a... Starting materials: FC1=CC=C(C(=O)NC(NC2=C(C3=C(COC(C3)(C)C)S2)C(=O)OC(C)(C)C)=S)C=C1 (tert-butyl 2-(3-(4-fluorobenzoyl)thioureido)-5,5-dimethyl-5,7-dihydro-4H-thieno[2,3-c]pyran-3-carboxylate). Solvent: C(=O)(C(F)(F)F)O.C(Cl)Cl (TFA DCM). Reaction conditions: time 1 hour. The product is FC1=CC=C(C(=O)NC(NC2=C(C3=C(COC(C3)(C)C)S2)C(=O)O)=S)C=C1 (2-(3-(4-Fluorobenzoyl)thioureido)-5,5-dimethyl-5,7-dihydro-4H-thieno[2,3-c]pyran-3-carboxylic acid). Yield: 71.8%. Reaction SMILES: [F:1][C:2]1[CH:31]=[CH:30][C:5]([C:6]([NH:8][C:9](=[S:29])[NH:10][C:11]2[S:21][C:14]3[CH2:15][O:16][C:17]([CH3:20])([CH3:19])[CH2:18][C:13]=3[C:12]=2[C:22]([O:24]C(C)(C)C)=[O:23])=[O:7])=[CH:4][CH:3]=1>C(O)(C(F)(F)F)=O.C(Cl)Cl>[F:1][C:2]1[CH:3]=[CH:4][C:5]([C:6]([NH:8][C:9](=[S:29])[NH:10][C:11]2[S:21][C:14]3[CH2:15][O:16][C:17]([CH3:20])([CH3:19])[CH2:18][C:13]=3[C:12]=2[C:22]([OH:24])=[O:23])=[O:7])=[CH:30][CH:31]=1 |f:1.2|. Procedure: A solution of 40% v/v TFA/DCM (20 mL) was added to tert-butyl 2-(3-(4-fluorobenzoyl)thioureido)-5,5-dimethyl-5,7-dihydro-4H-thieno[2,3-c]pyran-3-carboxylate (0.33 g, 0.71 mmol) and the mixture was stirred at RT for 1 hour. The volatiles were removed at 30° C. and the material was purified by reverse-phase chromatography (10-100% MeCN/water). 2-(3-(4-Fluorobenzoyl)thioureido)-5,5-dimethyl-5,7-dihydro-4H-thieno[2,3-c]pyran-3-carboxylic acid (0.21 g, 0.51 mmol, 72% yield) was isolated as a pale, ye... The reactants are BrC=1C(N(C(NN1)=O)C)=O (6-bromo-4-methyl-2H-[1,2,4]triazine-3,5-dione), C(C=C)#N (acrylonitrile), N1=CC=CC=C1 (pyridine). The solvent is solution, O (water). Product: BrC=1C(N(C(N(N1)CCC#N)=O)C)=O (3-(6-bromo-4-methyl-3,5-dioxo-4,5-dihydro-3H-[1,2,4]triazin-2-yl)-propionitrile). Isolated yield 93.0%. RXN SMILES: [Br:1][C:2]1[C:3](=[O:10])[N:4]([CH3:9])[C:5](=[O:8])[NH:6][N:7]=1.[C:11](#[N:14])[CH:12]=[CH2:13].N1C=CC=CC=1>O>[Br:1][C:2]1[C:3](=[O:10])[N:4]([CH3:9])[C:5](=[O:8])[N:6]([CH2:13][CH2:12][C:11]#[N:14])[N:7]=1. Procedure: 2.4 g (11.6 mmol) of the triazine 2a and 7 mL (106 mmol) of acrylonitrile are placed in 24 mL of a solution of pyridine and water (1/1) under reflux for 3 h. After concentration, the reaction medium is extracted with AcOEt and then after drying on MgSO4, the organic phases are dry concentrated. After washing the obtained solid with ether, 2.8 g of intermediate 3a are obtained (yield=93%). Reaction SMILES: [C:1]([CH3:2])(=[O:3])[c:4]1[c:5]([NH:10][C:11]([C:12]([Cl:13])([Cl:14])[Cl:15])=[O:16])[cH:6][cH:7][cH:8][cH:9]1.[CH3:21][CH2:22][OH:23].[NH2:17][CH2:18][CH2:19][OH:20]>>[C:1]([CH3:2])([c:4]1[c:5]([NH:10][C:11]([C:12]([Cl:13])([Cl:14])[Cl:15])=[O:16])[cH:6][cH:7][cH:8][cH:9]1)=[N:17][CH2:18][CH2:19][OH:20]. Reactants: CC(=O)c1ccccc1NC(=O)C(Cl)(Cl)Cl, CCO, NCCO. Yields the product CC(=NCCO)c1ccccc1NC(=O)C(Cl)(Cl)Cl. Reactants: FC=1C=CC(=C(CNC([C@H]2NCCC2)=O)C1)N1N=NN=C1 (N-[5-fluoro-2-(1H-tetraazol-1-yl)benzyl]-L-prolinamide), C(C)(C)(C)OC(=O)N[C@H](CC1CC1)C(=O)O (N-(tert-Butoxycarbonyl)-3-cyclopropyl-D-alanine), Cl.CCOC(=O)C (HCl EtOAc). The product is C1(CC1)C[C@@H](N)C(=O)N1[C@H](C(=O)NCC2=C(C=CC(=C2)F)N2N=NN=C2)CCC1 (3-cyclopropyl-D-alanyl-N-[5-fluoro-2-(1H-tetraazol-1-yl)benzyl]-L-prolinamide). Reaction SMILES: [F:1][C:2]1[CH:3]=[CH:4][C:5]([N:17]2[CH:21]=[N:20][N:19]=[N:18]2)=[C:6]([CH:16]=1)[CH2:7][NH:8][C:9](=[O:15])[C@@H:10]1[CH2:14][CH2:13][CH2:12][NH:11]1.C(OC([NH:29][C@@H:30]([C:35](O)=[O:36])[CH2:31][CH:32]1[CH2:34][CH2:33]1)=O)(C)(C)C.Cl.CCOC(C)=O>>[CH:32]1([CH2:31][C@H:30]([C:35]([N:11]2[CH2:12][CH2:13][CH2:14][C@H:10]2[C:9]([NH:8][CH2:7][C:6]2[CH:16]=[C:2]([F:1])[CH:3]=[CH:4][C:5]=2[N:17]2[CH:21]=[N:20][N:19]=[N:18]2)=[O:15])=[O:36])[NH2:29])[CH2:34][CH2:33]1 |f:2.3|. Procedure: The title compound was prepared from N-[5-fluoro-2-(1H-tetraazol-1-yl)benzyl]-L-prolinamide and N-(tert-butoxycarbonyl)-3-cyclopropyl-D-alanine (Example 31, Step C) followed by deprotection with HCl-EtOAc essentially according to the procedures described in Example 31, Steps D and E. HPLC RT=0.93 min (Method B); LCMS (M+H): 402; 1H NMR (400 MHz, DMSO-d6): δ 9.86 (s, 1H), 8.66 (t, J=6 Hz, 1H), 8.22–8.35 (m, 2H), 7.64–7.67 (m, 1H), 7.38–7.39 (m, 2H), 4.18–4.30 (m, 1H), 4.00–4.22 (m, 3H), 3.73–3.82...